Dataset: the Open Reaction Database (ORD), a public repository of structured organic reaction records. Task: describe an organic reaction: reactants, conditions, products, and yield The reactants are O=C([O-])[O-], CCCI, [K+], [K+], CN(C)C=O, O=Cc1ncc[nH]1. Yields the product CCCn1ccnc1C=O. As a reaction SMILES: [C:12](=[O:13])([O-:14])[O-:15].[I:8][CH2:9][CH2:10][CH3:11].[K+:16].[K+:17].[O:18]=[CH:19][N:20]([CH3:21])[CH3:22].[nH:1]1[c:2]([CH:6]=[O:7])[n:3][cH:4][cH:5]1>>[n:1]1([CH2:9][CH2:10][CH3:11])[c:2]([CH:6]=[O:7])[n:3][cH:4][cH:5]1. Reactants: [OH-].[Na+] (sodium hydroxide), ClC1=C(C(=CC=C1)Cl)C(CNC(=NC(=O)OC)NC(=O)OC)O (1-(2',6'-dichlorophenyl)-2-(2',3'-bismethoxycarbonylguanidino) ethanol), CO (methyl alcohol), S(=O)(Cl)Cl (thionyl chloride). Run in O (water), C(Cl)Cl (methylene chloride). Run at temperature 0 celsius, time 60 minute. Yields the product COC(=O)NC=1NC(CN1)C1=C(C=CC=C1Cl)Cl (4,5-Dihydro-2-methoxycarbonylamino-5-(2',6'-dichlorophenyl)imidazole). As a reaction SMILES: [Cl:1][C:2]1[CH:7]=[CH:6][CH:5]=[C:4]([Cl:8])[C:3]=1[CH:9](O)[CH2:10][NH:11][C:12]([NH:18]C(OC)=O)=[N:13][C:14]([O:16][CH3:17])=[O:15].S(Cl)(Cl)=O.CO.[OH-].[Na+]>C(Cl)Cl.O>[CH3:17][O:16][C:14]([NH:13][C:12]1[NH:18][CH:9]([C:3]2[C:2]([Cl:1])=[CH:7][CH:6]=[CH:5][C:4]=2[Cl:8])[CH2:10][N:11]=1)=[O:15] |f:3.4|. Procedure details: To 1 gram of 1-(2',6'-dichlorophenyl)-2-(2',3'-bismethoxycarbonylguanidino) ethanol dissolved in 20 ml of methylene chloride was added dropwise with cooling at 0° C. 0.35 g of thionyl chloride. At the conclusion of the addition period, the solution was stirred for an additional 60 minutes at room temperature. After the addition of 20 ml of methyl alcohol, a solution of 0.5 g of sodium hydroxide in 2 ml of water was added and the resulting mixture refluxed for 60 minutes. The reaction solution wa...